describe an organic reaction: reactants, conditions, products, and yield From a dataset of the Open Reaction Database (ORD), a public repository of structured organic reaction records. The reactants are OC1=CC=C(C=C1)C(C#N)C (4-Hydroxy-phenyl-propionitrile), [H][H] (hydrogen), [N+](=O)([O-])C=1C=C(C=CC1O)C(C#N)C (3-nitro-4-hydroxyphenyl-propionitrile), [N+](=O)(O)[O-] (nitric acid). The reagents and catalysts are [Pd] (palladium charcoal). Solvent: C(C)O (ethanol), C(C)(=O)O (acetic acid). The product is NC=1C=C(C=CC1O)C(C#N)C (3-amino-4-hydroxyphenyl-propionitrile). Reaction SMILES: OC1C=CC(C(C)C#N)=CC=1.[N+]([O-])(O)=O.[N+:16]([C:19]1[CH:20]=[C:21]([CH:26]([CH3:29])[C:27]#[N:28])[CH:22]=[CH:23][C:24]=1[OH:25])([O-])=O.[H][H]>C(O)(=O)C.C(O)C.[Pd]>[NH2:16][C:19]1[CH:20]=[C:21]([CH:26]([CH3:29])[C:27]#[N:28])[CH:22]=[CH:23][C:24]=1[OH:25]. Procedure: 4-Hydroxy-phenyl-propionitrile is nitrated in glacial acetic acid with 65% strength nitric acid at 10°-15° C, in the course of 2 hours, the 3-nitro-4-hydroxyphenyl-propionitrile (melting point = 104° C) is reduced with hydrogen, using 5% strength palladium charcoal as the catalyst, in ethanol at room temperature to give 3-amino-4-hydroxyphenyl-propionitrile (melting point = 125° C) and the amine compound is acetylated in toluene with molar equivalent amounts of acetic anhydride. The 3-acetamino-... The reactants are [Al+3], COC(=O)CC1C2CC3CC(C2)CC1C3, [H-], [H-], [H-], [H-], [Li+], [Na+], C1CCOC1, [OH-], O. The product is OCCC1C2CC3CC(C2)CC1C3. As a reaction SMILES: [Al+3:2].[CH:7]12[CH:8]([CH2:17][C:18](=[O:19])[O:20][CH3:21])[CH:9]3[CH2:10][CH:11]([CH2:12][CH:13]([CH2:14]1)[CH2:15]3)[CH2:16]2.[H-:1].[H-:4].[H-:5].[H-:6].[Li+:3].[Na+:24].[O:25]1[CH2:26][CH2:27][CH2:28][CH2:29]1.[OH-:23].[OH2:22]>>[CH:7]12[CH:8]([CH2:17][CH2:18][OH:19])[CH:9]3[CH2:10][CH:11]([CH2:12][CH:13]([CH2:14]1)[CH2:15]3)[CH2:16]2.